From a dataset of the Open Reaction Database (ORD), a public repository of structured organic reaction records. describe an organic reaction: reactants, conditions, products, and yield Starting materials: C1CCC(CC1)N=C=NC2CCCCC2 (DCC), ICC(=O)O (2-iodoacetic acid), C(C)(C)OC1=C(C=C(C=C1)C#CC1=C(C=C(C(=C1)OC)OC(C)C)O)OC (2-[(4-isopropoxy-3-methoxy-phenyl)ethynyl]-5-isopropoxy-4-methoxyphenol). Reagents/catalysts: CN(C)C=1C=CN=CC1 (DMAP). Run in C(Cl)Cl (CH2Cl2). Run at temperature 18 celsius, time 3 hour. Product: ICC(=O)OC1=C(C=C(C(=C1)OC(C)C)OC)C#CC1=CC(=C(C=C1)OC(C)C)OC (1-(α-Iodoacetoxy)-2-[(4-isopropoxy-3-methoxy-phenyl)ethynyl]-5-isopropoxy-4-methoxybenzene). Yield: 97.0%. As a reaction SMILES: C1CCC(N=C=NC2CCCCC2)CC1.[I:16][CH2:17][C:18]([OH:20])=[O:19].[CH:21]([O:24][C:25]1[CH:30]=[CH:29][C:28]([C:31]#[C:32][C:33]2[CH:38]=[C:37]([O:39][CH3:40])[C:36]([O:41][CH:42]([CH3:44])[CH3:43])=[CH:35][C:34]=2O)=[CH:27][C:26]=1[O:46][CH3:47])([CH3:23])[CH3:22]>CN(C1C=CN=CC=1)C.C(Cl)Cl>[I:16][CH2:17][C:18]([O:20][C:29]1[CH:30]=[C:25]([O:24][CH:21]([CH3:22])[CH3:23])[C:26]([O:46][CH3:47])=[CH:27][C:28]=1[C:31]#[C:32][C:33]1[CH:34]=[CH:35][C:36]([O:41][CH:42]([CH3:44])[CH3:43])=[C:37]([O:39][CH3:40])[CH:38]=1)=[O:19]. Reported procedure: DCC (1.60 g, 7.75 mmol) was added to a solution of 2-iodoacetic acid (1.44 g, 7.74 mmol), 2-[(4-isopropoxy-3-methoxy-phenyl)ethynyl]-5-isopropoxy-4-methoxyphenol (2.6 g, 7.03 mmol)and DMAP (43 mg, 0.35 mmol) in CH2Cl2 (30 mL) and the solution thereby obtained was stirred at 18° C. for 3 h. The resulting suspension was filtered (CH2Cl2 rinse) and the filtrate concentrated under reduced pressure. The residue was suspended in ether (30 mL) at 0° C. with rapid stirring then filtered [rinsing with Et... RXN SMILES: [Br:1][C:2]1[CH:3]=[CH:4][C:5]([NH2:11])=[N:6][C:7]=1[CH:8]1[CH2:10][CH2:9]1.FC(F)(F)C(O)=O.[I:19]N1C(=O)CCC1=O>>[Br:1][C:2]1[CH:3]=[C:4]([I:19])[C:5]([NH2:11])=[N:6][C:7]=1[CH:8]1[CH2:9][CH2:10]1. Starting materials: BrC=1C=CC(=NC1C1CC1)N (5-bromo-6-cyclopropylpyridin-2-amine), FC(C(=O)O)(F)F (trifluoroaceticacid), IN1C(CCC1=O)=O (N-iodosuccinimide). Procedure details: A solution of 5-bromo-6-cyclopropylpyridin-2-amine (2.1 g, 9.81 mmol), trifluoroaceticacid (170 mg, 1.47 mmol), N-iodosuccinimide (2.2 g, 9.81 mmol) stirred at room temperature for 30 minutes. Reaction mass was quenched with water, basified with ammonium hydroxide solution. Solid separated was filtered and dried to get 3.3 g (100% yield) of titled compound. 1H NMR (CDCl3, 300 MHz): δ 7.85 (s, 1H), 4.80-4.65 (bs, 2H), 2.39-2.25 (m, 1H), 1.0-0.90 (m, 4H). MS: m/z=338.9 (M+1). Yield: 99.2%. Product: BrC=1C=C(C(=NC1C1CC1)N)I (5-bromo-6-cyclopropyl-3-iodopyridin-2-amine). Reactants: O=C(O)c1cc2cccc(O)c2oc1=O, O=S(Cl)Cl. Yields the product [Cl-], O=C(O)c1cc2cccc(O)c2oc1=O. As a reaction SMILES: [OH:1][c:2]1[cH:3][cH:4][cH:5][c:6]2[cH:7][c:8]([C:13](=[O:14])[OH:15])[c:9](=[O:12])[o:10][c:11]12.[S:16]([Cl:17])([Cl:18])=[O:19]>>[Cl-:18].[OH:1][c:2]1[cH:3][cH:4][cH:5][c:6]2[cH:7][c:8]([C:13](=[O:14])[OH:15])[c:9](=[O:12])[o:10][c:11]12. Starting materials: CO, N, N#CC1(c2nc(NCc3ccccn3)c3c(-c4ccccc4)cccc3n2)CC1. Product: NCC1(c2nc(NCc3ccccn3)c3c(-c4ccccc4)cccc3n2)CC1. As a reaction SMILES: [CH3:30][OH:31].[NH3:32].[c:1]1(-[c:7]2[c:8]3[c:9]([NH:22][CH2:23][c:24]4[n:25][cH:26][cH:27][cH:28][cH:29]4)[n:10][c:11]([C:17]4([C:20]#[N:21])[CH2:18][CH2:19]4)[n:12][c:13]3[cH:14][cH:15][cH:16]2)[cH:2][cH:3][cH:4][cH:5][cH:6]1>>[c:1]1(-[c:7]2[c:8]3[c:9]([NH:22][CH2:23][c:24]4[n:25][cH:26][cH:27][cH:28][cH:29]4)[n:10][c:11]([C:17]4([CH2:20][NH2:21])[CH2:18][CH2:19]4)[n:12][c:13]3[cH:14][cH:15][cH:16]2)[cH:2][cH:3][cH:4][cH:5][cH:6]1. Starting materials: NC1=CC=C(C=C1)C1NC2=CC=C(C=C2CC1(C)C)C(=O)OC (methyl 2-(4-aminophenyl)-3,3-dimethyl-1,2,3,4-tetrahydroquinoline-6-carboxylate), C(C)(C)N(C(C)C)CC (N,N-diisopropylethylamine), N1=C(C=CC=C1)C(=O)Cl (picolinoyl chloride). The solvent is ClCCl (dichloromethane). Run at time 8 hour. Yields the product CC1(C(NC2=CC=C(C=C2C1)C(=O)OC)C1=CC=C(C=C1)NC(C1=NC=CC=C1)=O)C (methyl 3,3-dimethyl-2-(4-(picolinamido)phenyl)-1,2,3,4-tetrahydroquinoline-6-carboxylate). The yield is 52.6%. As a reaction SMILES: [NH2:1][C:2]1[CH:7]=[CH:6][C:5]([CH:8]2[C:17]([CH3:19])([CH3:18])[CH2:16][C:15]3[C:10](=[CH:11][CH:12]=[C:13]([C:20]([O:22][CH3:23])=[O:21])[CH:14]=3)[NH:9]2)=[CH:4][CH:3]=1.C(N(CC)C(C)C)(C)C.[N:33]1[CH:38]=[CH:37][CH:36]=[CH:35][C:34]=1[C:39](Cl)=[O:40]>ClCCl>[CH3:19][C:17]1([CH3:18])[CH2:16][C:15]2[C:10](=[CH:11][CH:12]=[C:13]([C:20]([O:22][CH3:23])=[O:21])[CH:14]=2)[NH:9][CH:8]1[C:5]1[CH:4]=[CH:3][C:2]([NH:1][C:39](=[O:40])[C:34]2[CH:35]=[CH:36][CH:37]=[CH:38][N:33]=2)=[CH:7][CH:6]=1. Procedure: To a solution of methyl 2-(4-aminophenyl)-3,3-dimethyl-1,2,3,4-tetrahydroquinoline-6-carboxylate (100 mg, 0.32 mmol) and N,N-diisopropylethylamine (0.11 mL, 0.64 mmol) in dichloromethane (5 mL) was added freshly prepared picolinoyl chloride (56 mg, 0.35 mmol) with ice cooling. Upon completion of addition, the resultant deep blue solution was allowed to warm back to room temperature and stir overnight. LC-MS showed the reaction was complete. Solvent was removed in vacuo and the residue was purifi...